Dataset: the Open Reaction Database (ORD), a public repository of structured organic reaction records. Task: describe an organic reaction: reactants, conditions, products, and yield Reactants: C1(=CC=CC=C1)NC1=C(C=CC=C1)N (N-phenyl-1,2-phenylenediamine), C(C=1C(=CC=CC1)OC)(=O)Cl (o-anisoyl chloride). Solvent: CN1C(CCC1)=O (N-methyl-2-pyrrolidinone). Reaction conditions: time 30 minute. Product: C1(=CC=CC=C1)N1C(=NC2=C1C=CC=C2)C2=C(C=CC=C2)O (o-(N-phenyl-2-benzimidazolyl) phenol), C1(=CC=CC=C1)N1C(=NC2=C1C=CC=C2)C2=C(C=CC=C2)OC (o-(N-phenyl-2-benzimidazolyl) anisole). As a reaction SMILES: [C:1]1([NH:7][C:8]2[CH:13]=[CH:12][CH:11]=[CH:10][C:9]=2[NH2:14])[CH:6]=[CH:5][CH:4]=[CH:3][CH:2]=1.[C:15](Cl)(=O)[C:16]1[C:17]([O:22][CH3:23])=[CH:18][CH:19]=[CH:20][CH:21]=1>CN1CCCC1=O>[C:1]1([N:7]2[C:8]3[CH:13]=[CH:12][CH:11]=[CH:10][C:9]=3[N:14]=[C:15]2[C:16]2[CH:21]=[CH:20][CH:19]=[CH:18][C:17]=2[OH:22])[CH:2]=[CH:3][CH:4]=[CH:5][CH:6]=1.[C:1]1([N:7]2[C:8]3[CH:13]=[CH:12][CH:11]=[CH:10][C:9]=3[N:14]=[C:15]2[C:16]2[CH:21]=[CH:20][CH:19]=[CH:18][C:17]=2[O:22][CH3:23])[CH:2]=[CH:3][CH:4]=[CH:5][CH:6]=1. Reported procedure: N-phenyl-1,2-phenylenediamine (25 g, 0.136 mol) was dissolved in 100 ml N-methyl-2-pyrrolidinone (NMP) and o-anisoyl chloride (23.2 g, 0.136 mol) was then added to the solution at room temperature under nitrogen. The reaction mixture was stirred for 30 minutes at room temperature and then the temperature was increased to 220° C. for three hours during which time a white solid precipitated out of solution. After cooling, 150 ml of water was added to the reaction mixture and product was extracted ... The reactants are CC(C)C[AlH]CC(C)C, CCOC(=O)C=Cc1ccc(-c2cc(Cl)cc(Cl)c2)cc1. Product: OCC=Cc1ccc(-c2cc(Cl)cc(Cl)c2)cc1. As a reaction SMILES: [CH3:1][CH:2]([CH2:3][AlH:4][CH2:5][CH:6]([CH3:7])[CH3:8])[CH3:9].[Cl:10][c:11]1[cH:12][c:13](-[c:18]2[cH:19][cH:20][c:21]([CH:24]=[CH:25][C:26](=[O:27])[O:28][CH2:29][CH3:30])[cH:22][cH:23]2)[cH:14][c:15]([Cl:17])[cH:16]1>>[Cl:10][c:11]1[cH:12][c:13](-[c:18]2[cH:19][cH:20][c:21]([CH:24]=[CH:25][CH2:26][OH:27])[cH:22][cH:23]2)[cH:14][c:15]([Cl:17])[cH:16]1. The reactants are NC=1SC=C(N1)C(C(=O)NC1[C@@H]2N(C(=C(CS2)C=C)C(=O)O)C1=O)=O (7-[(2-aminothiazol-4-yl)glyoxylamido]-3-vinyl-3-cephem-4-carboxylic acid), BrC1OC(=O)C2=CC=CC=C12 (3-bromophthalide), [I-].[Na+] (sodium iodide), C(C)(C)OC(C)C (diisopropyl ether). Run in CN(C=O)C (N,N-dimethylformamide), C(C)N(CC)CC (triethylamine), O (water). Product: NC=1SC=C(N1)C(C(=O)NC1[C@@H]2N(C(=C(CS2)C=C)C(=O)OC2OC(=O)C3=CC=CC=C23)C1=O)=O (phthalid-3-yl 7-[(2-aminothiazol-4-yl)glyoxylamido]-3-vinyl-3-cephem-4-carboxylate). Yield: 74.2%. As a reaction SMILES: [NH2:1][C:2]1[S:3][CH:4]=[C:5]([C:7](=[O:25])[C:8]([NH:10][CH:11]2[C:23](=[O:24])[N:13]3[C:14]([C:20]([OH:22])=[O:21])=[C:15]([CH:18]=[CH2:19])[CH2:16][S:17][C@H:12]23)=[O:9])[N:6]=1.Br[CH:27]1[C:36]2[C:31](=[CH:32][CH:33]=[CH:34][CH:35]=2)[C:29](=[O:30])[O:28]1.[I-].[Na+].C(OC(C)C)(C)C>CN(C)C=O.O.C(N(CC)CC)C>[NH2:1][C:2]1[S:3][CH:4]=[C:5]([C:7](=[O:25])[C:8]([NH:10][CH:11]2[C:23](=[O:24])[N:13]3[C:14]([C:20]([O:22][CH:27]4[C:36]5[C:31](=[CH:32][CH:33]=[CH:34][CH:35]=5)[C:29](=[O:30])[O:28]4)=[O:21])=[C:15]([CH:18]=[CH2:19])[CH2:16][S:17][C@H:12]23)=[O:9])[N:6]=1 |f:2.3|. Procedure: To a solution of 7-[(2-aminothiazol-4-yl)glyoxylamido]-3-vinyl-3-cephem-4-carboxylic acid (1.0 g) in N,N-dimethylformamide (10 ml) were added triethylamine (0.27 g), 3-bromophthalide (0.56 g) and sodium iodide (0.39 g) at 10° C. with stirring, and the stirring was continued at the same temperature for half an hour. After the reaction mixture was poured into water (50 ml), it was extracted with a mixture of tetrahydrofuran and ethyl acetate (1:1 by volume). The extract was washed with a saturated... The reactants are C(O)([O-])=O.[Na+] (sodium hydrogencarbonate), 4,5′-bis(diphenylphosphino)-9,9′-dimethylxanthene, ClC1=NC=C(C(=O)OCC)C(=C1)NCCC (ethyl 6-chloro-4-(propylamino)nicotinate), FC=1C=C(N)C=CC1 (3-fluoroaniline), C([O-])([O-])=O.[Cs+].[Cs+] (cesium carbonate). The reagents and catalysts are C=1C=CC(=CC1)/C=C/C(=O)/C=C/C2=CC=CC=C2.C=1C=CC(=CC1)/C=C/C(=O)/C=C/C2=CC=CC=C2.C=1C=CC(=CC1)/C=C/C(=O)/C=C/C2=CC=CC=C2.[Pd].[Pd] (tris(dibenzylideneacetone)dipalladium(0)). Solvent: C(C)(=O)OCC (ethyl acetate), O1CCOCC1 (1,4-dioxane). Run at temperature 85 celsius, time 5 hour. Product: FC=1C=C(C=CC1)NC1=NC=C(C(=O)OCC)C(=C1)NCCC (ethyl 6-((3-fluorophenyl)amino)-4-(propylamino)nicotinate). Isolated yield 90.0%. RXN SMILES: Cl[C:2]1[CH:12]=[C:11]([NH:13][CH2:14][CH2:15][CH3:16])[C:5]([C:6]([O:8][CH2:9][CH3:10])=[O:7])=[CH:4][N:3]=1.[F:17][C:18]1[CH:19]=[C:20]([CH:22]=[CH:23][CH:24]=1)[NH2:21].C(=O)([O-])[O-].[Cs+].[Cs+].C(=O)([O-])O.[Na+]>O1CCOCC1.C1C=CC(/C=C/C(/C=C/C2C=CC=CC=2)=O)=CC=1.C1C=CC(/C=C/C(/C=C/C2C=CC=CC=2)=O)=CC=1.C1C=CC(/C=C/C(/C=C/C2C=CC=CC=2)=O)=CC=1.[Pd].[Pd].C(OCC)(=O)C>[F:17][C:18]1[CH:19]=[C:20]([NH:21][C:2]2[CH:12]=[C:11]([NH:13][CH2:14][CH2:15][CH3:16])[C:5]([C:6]([O:8][CH2:9][CH3:10])=[O:7])=[CH:4][N:3]=2)[CH:22]=[CH:23][CH:24]=1 |f:2.3.4,5.6,8.9.10.11.12|. Reported procedure: To a solution of tris(dibenzylideneacetone)dipalladium(0) (80 mg) and 4,5′-bis(diphenylphosphino)-9,9′-dimethylxanthene (100 mg) in 1,4-dioxane (5 mL), ethyl 6-chloro-4-(propylamino)nicotinate (S14, 210 mg), 3-fluoroaniline (193 mg) and cesium carbonate (565 mg) were added at room temperature, and the mixture was stirred at 80 to 90° C. for 5 hours. The reaction mixture was cooled to room temperature, and then saturated aqueous sodium hydrogencarbonate and ethyl acetate were added to the reactio... Starting materials: ClC=1C=C(C=CC1)C#CC=1N=C(N(C1)C1=NC(=CC=C1)F)C (2-[4-(3-chloro-phenylethynyl)-2-methyl-imidazol-1-yl]-6-fluoro-pyridine), [OH-].[K+] (KOH). Run in C(C)(C)(C)O (tert-butanol). Product: ClC=1C=C(C=CC1)C#CC=1N=C(N(C1)C1=CC=CC(=N1)O)C (6-[4-(3-chloro-phenylethynyl)-2-methyl-imidazol-1-yl]-pyridin-2-ol). RXN SMILES: [Cl:1][C:2]1[CH:3]=[C:4]([C:8]#[C:9][C:10]2[N:11]=[C:12]([CH3:22])[N:13]([C:15]3[CH:20]=[CH:19][CH:18]=[C:17](F)[N:16]=3)[CH:14]=2)[CH:5]=[CH:6][CH:7]=1.[OH-:23].[K+]>C(O)(C)(C)C>[Cl:1][C:2]1[CH:3]=[C:4]([C:8]#[C:9][C:10]2[N:11]=[C:12]([CH3:22])[N:13]([C:15]3[N:16]=[C:17]([OH:23])[CH:18]=[CH:19][CH:20]=3)[CH:14]=2)[CH:5]=[CH:6][CH:7]=1 |f:1.2|. Procedure: The title compound, light yellow solid, MS: m/e=310.1, 312.0 (M+H), was prepared in accordance with the general method of example 1a from 2-[4-(3-chloro-phenylethynyl)-2-methyl-imidazol-1-yl]-6-fluoro-pyridine and KOH in tert-butanol. Reactants: C1(CC1)COC1=C(C=C(C(=C1)OC)F)C=1C2=C(N=CN1)C(=CN2)C(=O)O (4-(2-Cyclopropylmethoxy-5-fluoro-4-methoxy-phenyl)-5H-pyrrolo[3,2-d]pyrimidine-7-carboxylic acid), C(C)(C)(C)OC(=O)N1C[C@@H](CCC1)N ((R)-3-amino-piperidine-1-carboxylic acid tert-butyl ester). Product: C(C)(C)(C)OC(=O)N1C[C@@H](CCC1)NC(=O)C1=CNC2=C1N=CN=C2C2=C(C=C(C(=C2)F)OC)OCC2CC2 ((R)-3-{[4-(2-Cyclopropylmethoxy-5-fluoro-4-methoxy-phenyl)-5H-pyrrolo[3,2-d]pyrimidine-7-carbonyl]-amino}-piperidine-1-carboxylic acid tert-butyl ester). As a reaction SMILES: [CH:1]1([CH2:4][O:5][C:6]2[CH:11]=[C:10]([O:12][CH3:13])[C:9]([F:14])=[CH:8][C:7]=2[C:15]2[C:16]3[NH:23][CH:22]=[C:21]([C:24](O)=[O:25])[C:17]=3[N:18]=[CH:19][N:20]=2)[CH2:3][CH2:2]1.[C:27]([O:31][C:32]([N:34]1[CH2:39][CH2:38][CH2:37][C@@H:36]([NH2:40])[CH2:35]1)=[O:33])([CH3:30])([CH3:29])[CH3:28]>>[C:27]([O:31][C:32]([N:34]1[CH2:39][CH2:38][CH2:37][C@@H:36]([NH:40][C:24]([C:21]2[C:17]3[N:18]=[CH:19][N:20]=[C:15]([C:7]4[CH:8]=[C:9]([F:14])[C:10]([O:12][CH3:13])=[CH:11][C:6]=4[O:5][CH2:4][CH:1]4[CH2:3][CH2:2]4)[C:16]=3[NH:23][CH:22]=2)=[O:25])[CH2:35]1)=[O:33])([CH3:30])([CH3:28])[CH3:29]. Procedure: Starting from 4-(2-Cyclopropylmethoxy-5-fluoro-4-methoxy-phenyl)-5H-pyrrolo[3,2-d]pyrimidine-7-carboxylic acid (example A80) and (R)-3-amino-piperidine-1-carboxylic acid tert-butyl ester the title compound is obtained as colorless solid. Reactants: CC1(OC(NC2=C1C=C(C=C2)B(O)O)=O)C ((1,4-dihydro-4,4-dimethyl-2-oxo-2H-3,1-benzoxazin-6-yl)boronic acid), BrC1=CC(=CC(=C1)F)Br (1,3-dibromo-5-fluorobenzene), C([O-])([O-])=O.[Na+].[Na+] (sodium carbonate). Reagents/catalysts: C=1C=CC(=CC1)[P](C=2C=CC=CC2)(C=3C=CC=CC3)[Pd]([P](C=4C=CC=CC4)(C=5C=CC=CC5)C=6C=CC=CC6)([P](C=7C=CC=CC7)(C=8C=CC=CC8)C=9C=CC=CC9)[P](C=1C=CC=CC1)(C=1C=CC=CC1)C=1C=CC=CC1 (tetrakis(triphenylphosphine)palladium). Solvent: COCCOC (DME), O (water). Reaction conditions: temperature 85 celsius. Product: BrC=1C=C(C=C(C1)F)C1=CC2=C(NC(OC2(C)C)=O)C=C1 (6-(3-bromo-5-fluorophenyl)-4,4-dimethyl-1,4-dihydrobenzo[d][1,3]oxazin-2-one). Isolated yield 40.0%. As a reaction SMILES: [CH3:1][C:2]1([CH3:16])[C:7]2[CH:8]=[C:9](B(O)O)[CH:10]=[CH:11][C:6]=2[NH:5][C:4](=[O:15])[O:3]1.[Br:17][C:18]1[CH:23]=[C:22]([F:24])[CH:21]=[C:20](Br)[CH:19]=1.C(=O)([O-])[O-].[Na+].[Na+]>COCCOC.O.C1C=CC([P]([Pd]([P](C2C=CC=CC=2)(C2C=CC=CC=2)C2C=CC=CC=2)([P](C2C=CC=CC=2)(C2C=CC=CC=2)C2C=CC=CC=2)[P](C2C=CC=CC=2)(C2C=CC=CC=2)C2C=CC=CC=2)(C2C=CC=CC=2)C2C=CC=CC=2)=CC=1>[Br:17][C:18]1[CH:19]=[C:20]([C:9]2[CH:10]=[CH:11][C:6]3[NH:5][C:4](=[O:15])[O:3][C:2]([CH3:16])([CH3:1])[C:7]=3[CH:8]=2)[CH:21]=[C:22]([F:24])[CH:23]=1 |f:2.3.4,^1:42,44,63,82|. Reported procedure: A mixture of (1,4-dihydro-4,4-dimethyl-2-oxo-2H-3,1-benzoxazin-6-yl)boronic acid (2.22 g, 10 mmol), 1,3-dibromo-5-fluorobenzene (3.05 g, 12 mmol), tetrakis(triphenylphosphine)palladium (0) (0.6 g, 0.52 mmol), and sodium carbonate (2.2 g, 21 mmol) in a mixture of DME and water (70 mL/15 mL) was degassed to remove the oxygen and then heated at 85° C. under a blanket of nitrogen for 3 hours. The reaction mixture was cooled to ambient temperature and quenched with a saturated aqueous ammonium chlori...